Dataset: the Open Reaction Database (ORD), a public repository of structured organic reaction records. Task: describe an organic reaction: reactants, conditions, products, and yield Starting materials: BrCCCCCBr, O=C([O-])[O-], CCCCO, [K+], [K+], CC(CCN)c1ccccc1-c1ccccc1. Product: CC(CCN1CCCCC1)c1ccccc1-c1ccccc1. As a reaction SMILES: [Br:24][CH2:25][CH2:26][CH2:27][CH2:28][CH2:29][Br:30].[C:18](=[O:19])([O-:20])[O-:21].[CH2:31]([OH:32])[CH2:33][CH2:34][CH3:35].[K+:22].[K+:23].[c:1]1(-[c:12]2[cH:13][cH:14][cH:15][cH:16][cH:17]2)[c:2]([CH:7]([CH2:8][CH2:9][NH2:10])[CH3:11])[cH:3][cH:4][cH:5][cH:6]1>>[c:1]1(-[c:12]2[cH:13][cH:14][cH:15][cH:16][cH:17]2)[c:2]([CH:7]([CH2:8][CH2:9][N:10]2[CH2:25][CH2:26][CH2:27][CH2:28][CH2:29]2)[CH3:11])[cH:3][cH:4][cH:5][cH:6]1. The reactants are CCc1cnc(CC)c(NC2c3ccccc3CC2O)n1, COc1ccc2c(c1)C(N)CCC2. The product is CCc1cnc(CC)c(NC2CCCc3ccc(OC)cc32)n1. As a reaction SMILES: [CH2:1]([CH3:2])[c:3]1[c:4]([NH:11][CH:12]2[c:13]3[c:14]([cH:15][cH:16][cH:17][cH:18]3)[CH2:19][CH:20]2[OH:21])[n:5][c:6]([CH2:9][CH3:10])[cH:7][n:8]1.[CH3:22][O:23][c:24]1[cH:25][cH:26][c:27]2[c:32]([cH:33]1)[CH:31]([NH2:34])[CH2:30][CH2:29][CH2:28]2>>[CH2:1]([CH3:2])[c:3]1[c:4]([NH:34][CH:31]2[CH2:30][CH2:29][CH2:28][c:27]3[cH:26][cH:25][c:24]([O:23][CH3:22])[cH:33][c:32]32)[n:5][c:6]([CH2:9][CH3:10])[cH:7][n:8]1. Reactants: O=C([O-])[O-], C1CCNCC1, ClCCOc1cccc2c1c1cccc3c1n2C(c1ccccc1)CO3, [I-], [K+], [K+], [Na+], CN(C)C=O. Product: c1ccc(C2COc3cccc4c5c(OCCN6CCCCC6)cccc5n2c34)cc1. As a reaction SMILES: [C:29](=[O:30])([O-:31])[O-:32].[CH2:35]1[CH2:36][CH2:37][NH:38][CH2:39][CH2:40]1.[Cl:1][CH2:2][CH2:3][O:4][c:5]1[cH:6][cH:7][cH:8][c:9]2[n:10]3[c:11]4[c:12]([cH:13][cH:14][cH:15][c:16]4[c:17]12)[O:18][CH2:19][CH:20]3[c:21]1[cH:22][cH:23][cH:24][cH:25][cH:26]1.[I-:28].[K+:33].[K+:34].[Na+:27].[O:41]=[CH:42][N:43]([CH3:44])[CH3:45]>>[CH2:2]([CH2:3][O:4][c:5]1[cH:6][cH:7][cH:8][c:9]2[n:10]3[c:11]4[c:12]([cH:13][cH:14][cH:15][c:16]4[c:17]12)[O:18][CH2:19][CH:20]3[c:21]1[cH:22][cH:23][cH:24][cH:25][cH:26]1)[N:38]1[CH2:37][CH2:36][CH2:35][CH2:40][CH2:39]1. Reactants: COC(C[C@@H]1COC2=C1C=CC(=C2)O[C@@H]2CCC1=C(C=CC(=C21)F)OC2=NC=C(C=C2)I)=O ({(S)-6-[(R)-7-fluoro-4-(5-iodo-pyrid-2-yloxy)-indan-1-yloxy]-2,3-dihydro-benzofuran-3-yl}-acetic acid methyl ester), CO (Methanol), [OH-].[Na+] (NaOH), C(=O)([O-])[O-].[Cs+].[Cs+] (Cs2CO3), CC1=NC2=C3N=CC(=C(C3=CC=C2C=C1C)C)C (2,3,7,8-tetramethyl-1,10-phenanthroline). Reagents/catalysts: [Cu]I (CuI). Run in C1(=CC=CC=C1)C (toluene), O (Water). Reaction conditions: temperature 120 celsius, time 8 hour. The product is FC=1C=CC(=C2CC[C@H](C12)OC1=CC2=C([C@@H](CO2)CC(=O)O)C=C1)OC1=NC=C(C=C1)OC ({(S)-6-[(R)-7-Fluoro-4-(5-methoxy-pyrid-2-yloxy)-indan-1-yloxy]-2,3-dihydro-benzofuran-3-yl}-acetic acid). Reaction SMILES: COC(=O)[CH2:4][C@H:5]1[C:9]2[CH:10]=[CH:11][C:12]([O:14][C@H:15]3[C:23]4[C:18](=[C:19]([O:25][C:26]5[CH:31]=[CH:30][C:29](I)=[CH:28][N:27]=5)[CH:20]=[CH:21][C:22]=4[F:24])[CH2:17][CH2:16]3)=[CH:13][C:8]=2[O:7][CH2:6]1.[C:34]([O-:37])([O-])=[O:35].[Cs+].[Cs+].CC1C(C)=CC2C(=C3C(=CC=2)C(C)=C(C)C=N3)N=1.[OH-:58].[Na+].[CH3:60]O>[Cu]I.O.C1(C)C=CC=CC=1>[F:24][C:22]1[CH:21]=[CH:20][C:19]([O:25][C:26]2[CH:31]=[CH:30][C:29]([O:58][CH3:60])=[CH:28][N:27]=2)=[C:18]2[C:23]=1[C@H:15]([O:14][C:12]1[CH:11]=[CH:10][C:9]3[C@H:5]([CH2:4][C:34]([OH:37])=[O:35])[CH2:6][O:7][C:8]=3[CH:13]=1)[CH2:16][CH2:17]2 |f:1.2.3,5.6|. Procedure details: Methanol (24 μL) is added to a flask charged with a stir bar, {(S)-6-[(R)-7-fluoro-4-(5-iodo-pyrid-2-yloxy)-indan-1-yloxy]-2,3-dihydro-benzofuran-3-yl}-acetic acid methyl ester (60 mg), CuI (1 mg), Cs2CO3 (52 mg), 2,3,7,8-tetramethyl-1,10-phenanthroline (2.5 mg) and toluene (2 mL) under Ar atmosphere at room temperature. The flask is sealed and heated to 120° C., and the mixture is stirred at this temperature overnight. After cooling to room temperature, 4 M aqueous NaOH solution (50 μL) is adde...